Dataset: the Open Reaction Database (ORD), a public repository of structured organic reaction records. Task: describe an organic reaction: reactants, conditions, products, and yield Starting materials: C(C)(C)(C)NS(=O)(=O)C1=C(C=CC(=C1)CN=[N+]=[N-])C(=O)OC (N-tert-butyl-5-azidomethyl-2-methoxycarbonylbenzenesulfonamide). Reagents/catalysts: [Pd] (Pd/C). The solvent is CO (methanol). The product is C(C)(C)(C)NS(=O)(=O)C1=C(C=CC(=C1)CN)C(=O)OC (N-tert-Butyl-5-aminomethyl-2-methoxycarbonylbenzenesulfonamide). Reaction SMILES: [C:1]([NH:5][S:6]([C:9]1[CH:14]=[C:13]([CH2:15][N:16]=[N+]=[N-])[CH:12]=[CH:11][C:10]=1[C:19]([O:21][CH3:22])=[O:20])(=[O:8])=[O:7])([CH3:4])([CH3:3])[CH3:2]>CO.[Pd]>[C:1]([NH:5][S:6]([C:9]1[CH:14]=[C:13]([CH2:15][NH2:16])[CH:12]=[CH:11][C:10]=1[C:19]([O:21][CH3:22])=[O:20])(=[O:8])=[O:7])([CH3:4])([CH3:3])[CH3:2]. Procedure: 16.3 g (50 mmol) of N-tert-butyl-5-azidomethyl-2-methoxycarbonylbenzenesulfonamide are dissolved in 300 ml of methanol and hydrogenated over Pd/C (5%). The mixture is filtered and evaporated to dryness. The crude product obtained is purified by elution through a silica gel column using ethyl acetate/methanol 4:1.11.2 g (74%) of N-tert-butyl-5-aminomethyl-2-methoxycarbonylbenzenesulfonamide are obtained as a viscous oil.